Dataset: the Open Reaction Database (ORD), a public repository of structured organic reaction records. Task: describe an organic reaction: reactants, conditions, products, and yield Reactants: C=CC(=O)OC, CCOC(C)=O, O=Cc1ccccc1, Cl, O. The product is C=C(C(=O)OC)C(O)c1ccccc1. RXN SMILES: [C:9]([CH:10]=[CH2:11])(=[O:12])[O:13][CH3:14].[CH3:17][CH2:18][O:19][C:20](=[O:21])[CH3:22].[CH:1](=[O:2])[c:3]1[cH:4][cH:5][cH:6][cH:7][cH:8]1.[ClH:16].[OH2:15]>>[CH:1]([OH:2])([c:3]1[cH:4][cH:5][cH:6][cH:7][cH:8]1)[C:10]([C:9](=[O:12])[O:13][CH3:14])=[CH2:11]. Reactants: CC(C)([O-])C.[K+] (Potassium tert-butoxide), BrC=1C=CC2=C(C(C3=C(C(=C2)Br)C=CC=C3)=O)C1 (3,10-dibromo-5H-dibenzo[a,d]cyclohepten-5-one), BrC=1C=CC2=C(C(C3=C(C=C2Br)C=CC=C3)=O)C1 (3,11-dibromo-5H-dibenzo[a,d]cyclohepten-5-one), CN1CCNCC1 (4-methylpiperazine). Solvent: C(C)(C)(C)O (tert-butyl alcohol). Run at time 8 hour. Product: BrC=1C=CC2=C(C(C3=C(C=C2N2CCN(CC2)C)C=CC=C3)=O)C1 (3-bromo-11-(4-methylpiperazinyl)-5H-dibenzo[a,d]cyclohepten-5-one). RXN SMILES: CC(C)([O-])C.[K+].[Br:7][C:8]1[CH:9]=[CH:10][C:11]2[CH:17]=[C:16](Br)[C:15]3[CH:19]=[CH:20][CH:21]=[CH:22][C:14]=3[C:13](=[O:23])[C:12]=2[CH:24]=1.BrC1C=CC2C(Br)=CC3C=CC=CC=3C(=O)C=2C=1.[CH3:43][N:44]1[CH2:49][CH2:48][NH:47][CH2:46][CH2:45]1>C(O)(C)(C)C>[Br:7][C:8]1[CH:9]=[CH:10][C:11]2[C:17]([N:47]3[CH2:48][CH2:49][N:44]([CH3:43])[CH2:45][CH2:46]3)=[CH:16][C:15]3[CH:19]=[CH:20][CH:21]=[CH:22][C:14]=3[C:13](=[O:23])[C:12]=2[CH:24]=1 |f:0.1|. Procedure details: Potassium tert-butoxide (6.8 g., 0.06 mole) was added to a stirred slurry of 3,10-dibromo-5H-dibenzo[a,d]cyclohepten-5-one and 3,11-dibromo-5H-dibenzo[a,d]cyclohepten-5-one (18.2 g., 0.05 mole), 4-methylpiperazine (10 ml.), and dry tert-butyl alcohol (200 ml.) at room temperature and under nitrogen. The dark orange mixture was heated to refluxing for 2 hours and then stirred at room temperature overnight. The mixture was poured into approximately 800 ml. of ice and water and extracted with ether... Isolated yield 99.0%. Procedure details: The title compound was prepared by the method outlined for Example 1 using 5-Bromo-3-cyclobutyl-1-methyl-1H-indazole as the aryl halide and (S)-2-benzyl-piperazine-1-carboxylic acid tert-butyl ester as the amine component to afford the title compound as a brown oil (409 mg, 99%). 1H NMR (MeOH-d4) 8.72 (d, J=8.7 Hz, 1H), 7.79 (d, J=8.8 Hz, 1H), 7.32-7.18 (m, 6H), 4.08 (s, 3H), 3.79-3.46 (m, 3H), 3.35-3.34 (m, 1H), 3.31-3.30 (m, 2H), 3.15-3.07 (m, 4H), 2.88-2.77 (m, 5H), 2.69-2.61 (m, 1H). LC/MS (... Yields the product C(C1=CC=CC=C1)[C@H]1CN(CCN1)C=1C=C2C(=NN(C2=CC1)C)C1CCC1 ((S)-5-(3-benzylpiperazin-1-yl)-3-cyclobutyl-1-methyl-1H-indazole). Reactants: BrC=1C=C2C(=NN(C2=CC1)C)C1CCC1 (5-Bromo-3-cyclobutyl-1-methyl-1H-indazole), amine, aryl halide, C(C)(C)(C)OC(=O)N1[C@H](CNCC1)CC1=CC=CC=C1 ((S)-2-benzyl-piperazine-1-carboxylic acid tert-butyl ester). As a reaction SMILES: Br[C:2]1[CH:3]=[C:4]2[C:8](=[CH:9][CH:10]=1)[N:7]([CH3:11])[N:6]=[C:5]2[CH:12]1[CH2:15][CH2:14][CH2:13]1.C(OC([N:23]1[CH2:28][CH2:27][NH:26][CH2:25][C@@H:24]1[CH2:29][C:30]1[CH:35]=[CH:34][CH:33]=[CH:32][CH:31]=1)=O)(C)(C)C>>[CH2:29]([C@@H:24]1[NH:23][CH2:28][CH2:27][N:26]([C:2]2[CH:3]=[C:4]3[C:8](=[CH:9][CH:10]=2)[N:7]([CH3:11])[N:6]=[C:5]3[CH:12]2[CH2:15][CH2:14][CH2:13]2)[CH2:25]1)[C:30]1[CH:31]=[CH:32][CH:33]=[CH:34][CH:35]=1.